This data is from the Open Reaction Database (ORD), a public repository of structured organic reaction records. The task is: describe an organic reaction: reactants, conditions, products, and yield Starting materials: n-amyl, N-glycosyl, E1, O=C[C@H](O)[C@@H](O)[C@H](O)[C@H](O)CO (glucose), CN(C=O)C (dimethyl formamide), C(CC)O (n-propyl alcohol), CCCCCO (n-amyl alcohol). Solvent: O (water). Yields the product CNC[C@H](O)[C@@H](O)[C@H](O)[C@H](O)CO (N-methylglucamine). As a reaction SMILES: [O:1]=[CH:2][C@@H:3]([C@H:5]([C@@H:7]([C@@H:9]([CH2:11]O)[OH:10])[OH:8])[OH:6])[OH:4].CCCCCO.C(O)CC.[CH3:23][N:24](C)C=O>O>[CH3:23][NH:24][CH2:11][C@@H:9]([C@H:7]([C@@H:5]([C@@H:3]([CH2:2][OH:1])[OH:4])[OH:6])[OH:8])[OH:10]. Procedure: 20 g of polifungin and 6 g of glucose were dissolved in 100 ml of dimethyl formamide and then the procedure was carried out as in the Example V, but instead of n-amyl alcohol there was used n-propyl alcohol in the same quantity as n-amyl one. 16.0 g of N-methylglucamine salt of N-glycosyl polifungin, soluble in water, of biological activity of 2010 U/mg, E1 cm1% =558 at 304 nm were obtained. Original antibiotic: E1 cm1% =720 at 304 nm.